From a dataset of the Open Reaction Database (ORD), a public repository of structured organic reaction records. describe an organic reaction: reactants, conditions, products, and yield Reaction SMILES: [Cl:1][C:2]1[C:7]([F:8])=[CH:6][N:5]=[C:4]2[N:9]([S:29]([C:32]3[CH:37]=[CH:36][C:35]([CH3:38])=[CH:34][CH:33]=3)(=[O:31])=[O:30])[C:10]([C:12]3[C:16]4=[N:17][C:18]([O:23][CH3:24])=[C:19]([O:21][CH3:22])[CH:20]=[C:15]4[N:14]([CH2:25][CH2:26][CH2:27]I)[CH:13]=3)=[CH:11][C:3]=12.[NH:39]1[CH2:44][CH2:43][CH2:42][CH2:41][CH2:40]1>ClCCl>[Cl:1][C:2]1[C:7]([F:8])=[CH:6][N:5]=[C:4]2[N:9]([S:29]([C:32]3[CH:37]=[CH:36][C:35]([CH3:38])=[CH:34][CH:33]=3)(=[O:31])=[O:30])[C:10]([C:12]3[C:16]4=[N:17][C:18]([O:23][CH3:24])=[C:19]([O:21][CH3:22])[CH:20]=[C:15]4[N:14]([CH2:25][CH2:26][CH2:27][N:39]4[CH2:44][CH2:43][CH2:42][CH2:41][CH2:40]4)[CH:13]=3)=[CH:11][C:3]=12. Procedure: a solution of 0.3 g of 3-[4-chloro-5-fluoro-1-(toluene-4-sulfonyl)-1H-pyrrolo[2,3-b]pyridin-2-yl]-1-(3-iodopropyl)-5,6-dimethoxy-1H-pyrrolo[3,2-b]pyridine and 0.382 g of piperidine in 40 cm3 of dichloromethane is refluxed for about 6 hours. After diluting the reaction mixture with 100 cm3 of dichloromethane, the solution is washed with three times 40 cm3 of water, dried over magnesium sulfate, filtered and concentrated to dryness under reduced pressure (13 kPa). After flash chromatography on a c... Run in ClCCl (dichloromethane), ClCCl (dichloromethane). Reactants: ClC1=C2C(=NC=C1F)N(C(=C2)C2=CN(C=1C2=NC(=C(C1)OC)OC)CCCI)S(=O)(=O)C1=CC=C(C=C1)C (3-[4-chloro-5-fluoro-1-(toluene-4-sulfonyl)-1H-pyrrolo[2,3-b]pyridin-2-yl]-1-(3-iodopropyl)-5,6-dimethoxy-1H-pyrrolo[3,2-b]pyridine), N1CCCCC1 (piperidine). Yield: 62.3%. The product is ClC1=C2C(=NC=C1F)N(C(=C2)C2=CN(C=1C2=NC(=C(C1)OC)OC)CCCN1CCCCC1)S(=O)(=O)C1=CC=C(C=C1)C (3-[4-chloro-5-fluoro-1-(toluene-4-sulfonyl)-1H-pyrrolo[2,3-b]pyridin-2-yl]-5,6-dimethoxy-(3-piperidin-1-ylpropyl)-1H-pyrrolo[3,2-b]pyridine). Starting materials: hydrochloride salt, CC1=CC=C(C=C1)S(=O)(=O)OCC1OC2=C(C1)C=C(C=C2C2=C(C(=CC=C2)OC)OC)C ((±)-[7-(2,3-dimethoxyphenyl) 5-methyl-2,3-dihydro-1-benzofuran-2-yl]methyl 4-methylbenzenesulfonate), CN (methylamine). The product is COC1=C(C=CC=C1OC)C1=CC(=CC=2CC(OC21)CNC)C ((±)-{[7-(2,3-dimethoxyphenyl)-5-methyl-2,3-dihydro-1-benzofuran-2-yl]methyl}methylamine). Reaction SMILES: CC1C=CC(S(O[CH2:12][CH:13]2[CH2:17][C:16]3[CH:18]=[C:19]([CH3:32])[CH:20]=[C:21]([C:22]4[CH:27]=[CH:26][CH:25]=[C:24]([O:28][CH3:29])[C:23]=4[O:30][CH3:31])[C:15]=3[O:14]2)(=O)=O)=CC=1.[CH3:33][NH2:34]>>[CH3:31][O:30][C:23]1[C:24]([O:28][CH3:29])=[CH:25][CH:26]=[CH:27][C:22]=1[C:21]1[C:15]2[O:14][CH:13]([CH2:12][NH:34][CH3:33])[CH2:17][C:16]=2[CH:18]=[C:19]([CH3:32])[CH:20]=1. Procedure details: The title compound was prepared (0.094 g, 44%) following the general procedure of Example 390 as a white solid, hydrochloride salt from (±)-[7-(2,3-dimethoxyphenyl) 5-methyl-2,3-dihydro-1-benzofuran-2-yl]methyl 4-methylbenzenesulfonate (0.18 g, 0.40 mmol) and methylamine (0.123 g, 4.0 mmol). mp 85-89° C. Reactants: BrCC(C)O (1-bromo-2-propanol), S1C(=CC=C1)C=1CCC=NN1 (6-(2-thienyl)-4,5-dihydropyridazin), BrCC(CC)O (1-bromo-2-butanol), ClC=1C=C(C=CC1Cl)C=1CCC=NN1 (6-(3,4-dichlorophenyl)-4,5-dihydropyridazin), FC1=CC=C(C=C1)C1N(N=CCC1)CC(CCCC)O (3-(p-fluorophenyl)-2-(2-hydroxyhexyl)-4,5-dihydropyridazin), BrCC(CCCC)O (1-bromo-2-hexanol), BrCC(C)O (1-bromo-2-propanol), BrCC(CCCC)O (1-bromo-2hexanol), FC1=CC=C(C=C1)C=1CCC=NN1 (6-(p-fluorophenyl)-4,5-dihydropyridazin), BrCC(CCCC)O (1-bromo-2-hexanol), 4,5-dihydropyridazin(2H)-3. Yields the product CC=1C=C(C=CC1Cl)C=1CCCN(N1)CC(CC)O (6-(3-methyl-4-chlorophenyl)-2-(2-hydroxybutyl)-4,5-dihydropyridazine), FC1=CC=C(C=C1)C1N(N=CCC1)CC(CCCC)O (3-(p-fluorophenyl)-2-(2-hydroxyhexyl)-4,5-dihydropyridazin). As a reaction SMILES: F[C:2]1C=CC(C2CCC=NN=2)=CC=1.Br[CH2:15][CH:16]([OH:21])[CH2:17][CH2:18]CC.Cl[C:23]1[CH:24]=[C:25]([C:30]2[CH2:31][CH2:32][CH:33]=[N:34][N:35]=2)[CH:26]=[CH:27][C:28]=1[Cl:29].BrCC(O)C.[F:41][C:42]1[CH:47]=[CH:46][C:45]([CH:48]2[CH2:53][CH2:52][CH:51]=[N:50][N:49]2[CH2:54][CH:55]([OH:60])[CH2:56][CH2:57][CH2:58][CH3:59])=[CH:44][CH:43]=1.S1C=CC=C1C1CCC=NN=1.BrCC(O)CC>>[CH3:2][C:23]1[CH:24]=[C:25]([C:30]2[CH2:31][CH2:32][CH2:33][N:34]([CH2:15][CH:16]([OH:21])[CH2:17][CH3:18])[N:35]=2)[CH:26]=[CH:27][C:28]=1[Cl:29].[F:41][C:42]1[CH:43]=[CH:44][C:45]([CH:48]2[CH2:53][CH2:52][CH:51]=[N:50][N:49]2[CH2:54][CH:55]([OH:60])[CH2:56][CH2:57][CH2:58][CH3:59])=[CH:46][CH:47]=1. Reported procedure: When the above process is carried out using equivalent weights of 6-(p-fluorophenyl)-4,5-dihydropyridazin (2H)-3-one and 1-bromo-2-hexanol, 6-(3,4-dichlorophenyl)-4,5-dihydropyridazin (2H)-3-one-and 1-bromo-2-propanol, 63,4-dichlorophenly)-4,5-dihydropyridazin(2H)-3-one-and 1-bromo-2hexanol, 6-(2-thienyl)-4,5-dihydropyridazin(2H)-3-one and 1-bromo-2-propanol or 6-(2-thienyl)-4,5-dihydropyridazin (2H)-3-one and 1-bromo-2-hexanol in place of the 6-p-chlorophenyl-4,5-dihydropyridazin(2H)-3-one and ...